From a dataset of the Open Reaction Database (ORD), a public repository of structured organic reaction records. describe an organic reaction: reactants, conditions, products, and yield The reactants are C(=O)(C(F)(F)F)O (TFA), [Si](C)(C)(C(C)(C)C)O[C@@H]1CN(CC[C@H]1NC(OC(C)(C)C)=O)C1=C(C(=CC(=C1)C#N)NC1=NN2C(C(=N1)N(CC1=CC=C(C=C1)OC)C1CC1)=NC=C2C#N)Cl ((+/−)-tert-butyl ((3R,4R)-3-((tert-butyldimethylsilyl)oxy)-1-(2-chloro-5-cyano-3-((7-cyano-4-(cyclopropyl(4-methoxybenzyl)amino)imidazo[2,1-f][1,2,4]triazin-2-yl)amino)phenyl)piperidin-4-yl)carbamate), C1(=CC=CC=C1)OC (anisole). Run in ClCCCl (1,2-dichloroethane), ClCCl (dichloromethane). Run at temperature 30 celsius. The product is N[C@H]1[C@@H](CN(CC1)C=1C(=C(C=C(C1)C#N)NC1=NN2C(C(=N1)NC1CC1)=NC=C2C#N)Cl)O[Si](C)(C)C(C)(C)C ((+/−)-2-((3-((3R,4R)-4-amino-3-((tert-butyldimethylsilyl)oxy)piperidin-1-yl)-2-chloro-5-cyanophenyl)amino)-4-(cyclopropylamino)imidazo[2,1-f][1,2,4]triazine-7-carbonitrile). The yield is 60.8%. As a reaction SMILES: C(O)(C(F)(F)F)=O.[Si:8]([O:15][C@H:16]1[C@H:21]([NH:22]C(=O)OC(C)(C)C)[CH2:20][CH2:19][N:18]([C:30]2[CH:35]=[C:34]([C:36]#[N:37])[CH:33]=[C:32]([NH:38][C:39]3[N:44]=[C:43]([N:45]([CH:55]4[CH2:57][CH2:56]4)CC4C=CC(OC)=CC=4)[C:42]4=[N:58][CH:59]=[C:60]([C:61]#[N:62])[N:41]4[N:40]=3)[C:31]=2[Cl:63])[CH2:17]1)([C:11]([CH3:14])([CH3:13])[CH3:12])([CH3:10])[CH3:9].C1(OC)C=CC=CC=1>ClCCCl.ClCCl>[NH2:22][C@@H:21]1[CH2:20][CH2:19][N:18]([C:30]2[C:31]([Cl:63])=[C:32]([NH:38][C:39]3[N:44]=[C:43]([NH:45][CH:55]4[CH2:56][CH2:57]4)[C:42]4=[N:58][CH:59]=[C:60]([C:61]#[N:62])[N:41]4[N:40]=3)[CH:33]=[C:34]([C:36]#[N:37])[CH:35]=2)[CH2:17][C@H:16]1[O:15][Si:8]([C:11]([CH3:14])([CH3:13])[CH3:12])([CH3:9])[CH3:10]. Procedure: TFA (25% in 1,2-dichloroethane, 4 mL, 12.98 mmol) was added to a solution of (+/−)-tert-butyl ((3R,4R)-3-((tert-butyldimethylsilyl)oxy)-1-(2-chloro-5-cyano-3-((7-cyano-4-(cyclopropyl(4-methoxybenzyl)amino)imidazo[2,1-f][1,2,4]triazin-2-yl)amino)phenyl)piperidin-4-yl)carbamate (270 mg, 0.338 mmol) and anisole (0.148 mL, 1.351 mmol) in 1,2-dichloroethane (2 mL) and the resulting solution was heated at 30° C. overnight The reaction mixture was diluted with dichloromethane and washed with cold satur... Starting materials: C([O-])(O)=O.[Na+] (sodium bicarbonate), 50, C(C)(C)(C)C1=C(OC(C(=O)O)CC(=O)O)C=CC(=C1)C(C)(C)C (2,4-di-t-butylphenoxysuccinic acid), S(O)(O)(=O)=O (sulphuric acid), C(C)O (ethanol). The solvent is O (water), O (water). Run at time 3 hour. Product: C(C)(C)(C)C=1C=C(C2=C(C(CC(O2)C(=O)OCC)=O)C1)C(C)(C)C (6,8-di-t-butyl-2,3-dihydro-4-oxo-4H-1-benzopyran-2-carboxylic acid, ethyl ester). RXN SMILES: [C:1]([C:5]1[CH:19]=[C:18]([C:20]([CH3:23])([CH3:22])[CH3:21])[CH:17]=[CH:16][C:6]=1[O:7][CH:8]([CH2:12][C:13](O)=[O:14])[C:9]([OH:11])=[O:10])([CH3:4])([CH3:3])[CH3:2].S(=O)(=O)(O)O.C(=O)(O)[O-].[Na+].[CH2:34](O)[CH3:35]>O>[C:20]([C:18]1[CH:19]=[C:5]([C:1]([CH3:4])([CH3:3])[CH3:2])[C:6]2[O:7][CH:8]([C:9]([O:11][CH2:34][CH3:35])=[O:10])[CH2:12][C:13](=[O:14])[C:16]=2[CH:17]=1)([CH3:23])([CH3:21])[CH3:22] |f:2.3|. Procedure: A mixture of 50 parts of 2,4-di-t-butylphenoxysuccinic acid and 100 parts of concentrated sulphuric acid was stirred at room temperature for three hours. The resulting solution was poured into water, excess sodium bicarbonate solution was added and the basic solution was extracted with ether. The aqueous extract was acidified with concentrated hydrochloric acid and the product was extracted into ether. The ether extract yielded a residue which was esterified by refluxing for three hours with 200... Starting materials: ice, BrC1=CC=C(C=C1)Br (1,4-Dibromobenzene), [Cl-].[Cl-].[Cl-].[Al+3] (aluminum trichloride), Cl (HCl), CC(C(=O)Cl)=C (2-Methyl-acryloyl chloride). Reaction conditions: temperature 52.5 celsius, time 3 hour. Product: BrC1=C2CC(C(C2=C(C=C1)Br)=O)C (4,7-Dibromo-2-methyl-indan-1-one). Isolated yield 15.8%. As a reaction SMILES: [Br:1][C:2]1[CH:7]=[CH:6][C:5]([Br:8])=[CH:4][CH:3]=1.[Cl-].[Cl-].[Cl-].[Al+3].[CH3:13][C:14](=[CH2:18])[C:15](Cl)=[O:16].Cl>>[Br:1][C:2]1[CH:7]=[CH:6][C:5]([Br:8])=[C:4]2[C:3]=1[CH2:13][CH:14]([CH3:18])[C:15]2=[O:16] |f:1.2.3.4|. Reported procedure: 94.37 g (0.40 mol) 1,4-Dibromobenzene and 106.7 g (0.80 mol) anhydrous aluminum trichloride were placed in a 1000 ml round bottom flask equipped with a mechanical stirrer. 62.72 g (0.60 mol) 2-Methyl-acryloyl chloride were added under heat evolution (50-55° C.). The mixture was heated, starting at 105° C. a strong gas evolution was observed and the temperature rose to 135° C. Heating of the now solid mass was continued for 3 h at 110° C. After cooling to room temperature 200 g ice was added very... Reactants: COc1ccc(C(Sc2cc(Cc3ccccc3)ccc2N)C(O)C(=O)O)cc1, Cc1ccccc1C. Yields the product COc1ccc(C2Sc3cc(Cc4ccccc4)ccc3NC(=O)C2O)cc1. As a reaction SMILES: [NH2:1][c:2]1[c:3]([S:15][CH:16]([CH:17]([C:18](=[O:19])[OH:20])[OH:21])[c:22]2[cH:23][cH:24][c:25]([O:28][CH3:29])[cH:26][cH:27]2)[cH:4][c:5]([CH2:8][c:9]2[cH:10][cH:11][cH:12][cH:13][cH:14]2)[cH:6][cH:7]1.[c:30]1([CH3:31])[c:32]([CH3:33])[cH:34][cH:35][cH:36][cH:37]1>>[NH:1]1[c:2]2[c:3]([cH:4][c:5]([CH2:8][c:9]3[cH:10][cH:11][cH:12][cH:13][cH:14]3)[cH:6][cH:7]2)[S:15][CH:16]([c:22]2[cH:23][cH:24][c:25]([O:28][CH3:29])[cH:26][cH:27]2)[CH:17]([OH:21])[C:18]1=[O:19]. The reactants are CC(C)(C)C(=O)Cl, O=C(NCCCCC(O[PH](=O)O)C(=O)OCc1ccccc1)OCc1ccccc1, CC#N, [Cl-], [NH4+], OCc1ccccc1, c1ccncc1. Yields the product O=C(NCCCCC(O[PH](=O)OCc1ccccc1)C(=O)OCc1ccccc1)OCc1ccccc1. RXN SMILES: [C:39]([Cl:40])(=[O:41])[C:42]([CH3:43])([CH3:44])[CH3:45].[CH2:1]([c:2]1[cH:3][cH:4][cH:5][cH:6][cH:7]1)[O:8][C:9](=[O:10])[NH:11][CH2:12][CH2:13][CH2:14][CH2:15][CH:16]([C:17](=[O:18])[O:19][CH2:20][c:21]1[cH:22][cH:23][cH:24][cH:25][cH:26]1)[O:27][PH:28](=[O:29])[OH:30].[CH3:54][C:55]#[N:56].[Cl-:46].[NH4+:47].[OH:31][CH2:32][c:33]1[cH:34][cH:35][cH:36][cH:37][cH:38]1.[cH:48]1[cH:49][cH:50][n:51][cH:52][cH:53]1>>[CH2:1]([c:2]1[cH:3][cH:4][cH:5][cH:6][cH:7]1)[O:8][C:9](=[O:10])[NH:11][CH2:12][CH2:13][CH2:14][CH2:15][CH:16]([C:17](=[O:18])[O:19][CH2:20][c:21]1[cH:22][cH:23][cH:24][cH:25][cH:26]1)[O:27][PH:28](=[O:29])[O:30][CH2:32][c:33]1[cH:34][cH:35][cH:36][cH:37][cH:38]1.